This data is from the Open Reaction Database (ORD), a public repository of structured organic reaction records. The task is: describe an organic reaction: reactants, conditions, products, and yield Reactants: ClC1=C(C(=O)C(C(=O)OCC)=CN(C)C)C=CC=C1 (ethyl 2-(2-chlorobenzoyl)-3-(N,N-dimethylamino)acrylate), O.NN (hydrazine monohydrate). The solvent is C(C)(=O)O (acetic acid). Reaction conditions: time 10 hour. Product: ClC1=C(C=CC=C1)C1=NNC=C1C(=O)OCC (ethyl 3-(2-chlorophenyl)-1H-pyrazole-4-carboxylate). RXN SMILES: [Cl:1][C:2]1[CH:19]=[CH:18][CH:17]=[CH:16][C:3]=1[C:4]([C:6](=[CH:12][N:13](C)C)[C:7]([O:9][CH2:10][CH3:11])=[O:8])=O.O.[NH2:21]N>C(O)(=O)C>[Cl:1][C:2]1[CH:19]=[CH:18][CH:17]=[CH:16][C:3]=1[C:4]1[C:6]([C:7]([O:9][CH2:10][CH3:11])=[O:8])=[CH:12][NH:13][N:21]=1 |f:1.2|. Procedure details: A mixture of 1.41 g of ethyl 2-(2-chlorobenzoyl)-3-(N,N-dimethylamino)acrylate (a compound described in JP-A 7-101940), 0.30 g of hydrazine monohydrate and 5 ml of acetic acid was stirred at room temperature for 10 hours. The reaction mixture was concentrated under reduced pressure. Water was poured into the residue, and the mixture was extracted with ethyl acetate. The organic layer was washed with water, dried over anhydrous sodium sulfate, and concentrated under reduced pressure to obtain eth... Reactants: CCOC(=O)c1c(Cn2cncn2)nc2cc(OC)c(OC)cc2c1-c1ccc(OC(C)C)c(OC)c1, [Cl-], [Cl-], [Cl-], [Cl-], ClCCl, O, [Ti+4]. The product is CCOC(=O)c1c(Cn2cncn2)nc2cc(OC)c(OC)cc2c1-c1ccc(O)c(OC)c1. As a reaction SMILES: [CH2:1]([CH3:2])[O:3][C:4](=[O:5])[c:6]1[c:7]([CH2:32][n:33]2[n:34][cH:35][n:36][cH:37]2)[n:8][c:9]2[cH:10][c:11]([O:30][CH3:31])[c:12]([O:28][CH3:29])[cH:13][c:14]2[c:15]1-[c:16]1[cH:17][c:18]([O:26][CH3:27])[c:19]([O:22][CH:23]([CH3:24])[CH3:25])[cH:20][cH:21]1.[Cl-:42].[Cl-:43].[Cl-:44].[Cl-:45].[Cl:39][CH2:40][Cl:41].[OH2:38].[Ti+4:46]>>[CH2:1]([CH3:2])[O:3][C:4](=[O:5])[c:6]1[c:7]([CH2:32][n:33]2[n:34][cH:35][n:36][cH:37]2)[n:8][c:9]2[cH:10][c:11]([O:30][CH3:31])[c:12]([O:28][CH3:29])[cH:13][c:14]2[c:15]1-[c:16]1[cH:17][c:18]([O:26][CH3:27])[c:19]([OH:22])[cH:20][cH:21]1. The reactants are O=C([O-])[O-], SCc1ccccc1, COC(=O)c1cc(Br)cc([N+](=O)[O-])c1Cl, CO, [K+], [K+], O. Product: COC(=O)c1cc(Br)cc([N+](=O)[O-])c1SCc1ccccc1. As a reaction SMILES: [C:9](=[O:10])([O-:11])[O-:12].[CH2:1]([c:2]1[cH:3][cH:4][cH:5][cH:6][cH:7]1)[SH:8].[CH3:15][O:16][C:17]([c:18]1[c:19]([Cl:28])[c:20]([N+:25](=[O:26])[O-:27])[cH:21][c:22]([Br:24])[cH:23]1)=[O:29].[CH3:31][OH:32].[K+:13].[K+:14].[OH2:30]>>[CH2:1]([c:2]1[cH:3][cH:4][cH:5][cH:6][cH:7]1)[S:8][c:19]1[c:18]([C:17]([O:16][CH3:15])=[O:29])[cH:23][c:22]([Br:24])[cH:21][c:20]1[N+:25](=[O:26])[O-:27]. Starting materials: C(C)(C)(C)OC(NCC(=O)NC1=NN2C(N(C(=C([C@H]2C2=CC=C(C=C2)C#N)C#N)C)C2=CC(=CC=C2)C(F)(F)F)=N1)=O (tert-butyl[2-((7R)-6-cyano-7-(4-cyanophenyl)-5-methyl-4-[3-(trifluoromethyl)phenyl]-4,7-dihydro[1,2,4]triazolo[1,5-a]pyrimidin-2-ylamino)-2-oxoethyl]carbamate), FC(C(=O)O)(F)F (trifluoroacetic acid). Solvent: ClCCl (dichloromethane). Reaction conditions: time 40 minute. The product is FC(C(=O)O)(F)F.C(#N)C1=C(N(C=2N([C@@H]1C1=CC=C(C=C1)C#N)N=C(N2)NC(CN)=O)C2=CC(=CC=C2)C(F)(F)F)C (N-{(7R)-6-Cyano-7-(4-cyanophenyl)-5-methyl-4-[3-(trifluoromethyl)phenyl]-4,7-dihydro[1,2,4]triazolo[1,5-a]pyrimidin-2-yl}glycinamide trifluoroacetate). As a reaction SMILES: C(OC(=O)[NH:7][CH2:8][C:9]([NH:11][C:12]1[N:41]=[C:15]2[N:16]([C:31]3[CH:36]=[CH:35][CH:34]=[C:33]([C:37]([F:40])([F:39])[F:38])[CH:32]=3)[C:17]([CH3:30])=[C:18]([C:28]#[N:29])[C@@H:19]([C:20]3[CH:25]=[CH:24][C:23]([C:26]#[N:27])=[CH:22][CH:21]=3)[N:14]2[N:13]=1)=[O:10])(C)(C)C.[F:43][C:44]([F:49])([F:48])[C:45]([OH:47])=[O:46]>ClCCl>[F:43][C:44]([F:49])([F:48])[C:45]([OH:47])=[O:46].[C:28]([C:18]1[C@@H:19]([C:20]2[CH:25]=[CH:24][C:23]([C:26]#[N:27])=[CH:22][CH:21]=2)[N:14]2[N:13]=[C:12]([NH:11][C:9](=[O:10])[CH2:8][NH2:7])[N:41]=[C:15]2[N:16]([C:31]2[CH:36]=[CH:35][CH:34]=[C:33]([C:37]([F:39])([F:40])[F:38])[CH:32]=2)[C:17]=1[CH3:30])#[N:29] |f:3.4|. Procedure details: Under an atmosphere of argon protective gas, tert-butyl[2-((7R)-6-cyano-7-(4-cyanophenyl)-5-methyl-4-[3-(trifluoromethyl)phenyl]-4,7-dihydro[1,2,4]triazolo[1,5-a]pyrimidin-2-ylamino)-2-oxoethyl]carbamate (6.4 mg, 11 μmol) was dissolved in dry dichloromethane (5 ml). At room temperature, trifluoroacetic acid (1 ml) was added, and the mixture was stirred for 40 min. The reaction mixture was then concentrated under reduced pressure and the residue was purified by preparative HPLC (Gromsil C18 colum... Conditions: time 15 minute. Solvent: CO (methanol). Reported procedure: A stirred solution of 143.6 grams (0.772 mole) of 4,6-dimethoxy-2-methylthiopyrimidine in 460 mL of tetrahydrofuran was cooled to 10°-15° C., and a cloudy solution of 525.0 grams (0.849 mole) of 80% monoperoxyphthalio acid, magnesium salt hexahydrate in 600 mL of methanol was added at a rate to maintain the reaction mixture temperature below 15° C. Upon completion of the addition, which required one hour, the reaction mixture was cooled, and 500 mL of aqueous 1M sodium sulfite solution was added... RXN SMILES: [CH3:1][O:2][C:3]1[CH:8]=[C:7]([O:9][CH3:10])[N:6]=[C:5](SC)[N:4]=1.[S:13]([O-:16])([O-])=[O:14].[Na+].[Na+].O1CCC[CH2:20]1>CO>[CH3:10][O:9][C:7]1[CH:8]=[C:3]([O:2][CH3:1])[N:4]=[C:5]([S:13]([CH3:20])(=[O:16])=[O:14])[N:6]=1 |f:1.2.3|. The reactants are magnesium salt hexahydrate, COC1=NC(=NC(=C1)OC)SC (4,6-dimethoxy-2-methylthiopyrimidine), O1CCCC1 (tetrahydrofuran), S(=O)([O-])[O-].[Na+].[Na+] (sodium sulfite). Product: COC1=NC(=NC(=C1)OC)S(=O)(=O)C (4,6-dimethoxy-2-methylsulfonylpyrimidine). As a reaction SMILES: [Cl:1][C:2]1[N:3]=[C:4](Cl)[C:5]2[CH:10]=[CH:9][N:8]([S:11]([C:14]3[CH:19]=[CH:18][C:17]([CH3:20])=[CH:16][CH:15]=3)(=[O:13])=[O:12])[C:6]=2[N:7]=1.[NH2:22][C:23]1[CH:31]=[CH:30][CH:29]=[C:28]([CH3:32])[C:24]=1[C:25]([NH2:27])=[O:26]>>[Cl:1][C:2]1[N:3]=[C:4]([NH:22][C:23]2[CH:31]=[CH:30][CH:29]=[C:28]([CH3:32])[C:24]=2[C:25]([NH2:27])=[O:26])[C:5]2[CH:10]=[CH:9][N:8]([S:11]([C:14]3[CH:19]=[CH:18][C:17]([CH3:20])=[CH:16][CH:15]=3)(=[O:13])=[O:12])[C:6]=2[N:7]=1. Starting materials: NC1=C(C(=O)N)C(=CC=C1)C (2-amino-6-methylbenzamide), II, ClC=1N=C(C2=C(N1)N(C=C2)S(=O)(=O)C2=CC=C(C=C2)C)Cl (2,4-dichloro-7-[(4-methylphenyl)sulfonyl]-7H-pyrrolo[2,3-d]pyrimidine). Yield: 38.0%. The product is ClC=1N=C(C2=C(N1)N(C=C2)S(=O)(=O)C2=CC=C(C=C2)C)NC2=C(C(=O)N)C(=CC=C2)C (2-({2-chloro-7-[(4-methylphenyl)sulfonyl]-7H-pyrrolo[2,3-d]pyrimidin-4-yl}amino)-6-methylbenzamide), solid. Procedure details: Using General Protocol II and starting with 2,4-dichloro-7-[(4-methylphenyl)sulfonyl]-7H-pyrrolo[2,3-d]pyrimidine (2.79 g, 8.2 mmol) and 2-amino-6-methylbenzamide (0.830 g, 5.46 mmol), 2-({2-chloro-7-[(4-methylphenyl)sulfonyl]-7H-pyrrolo[2,3-d]pyrimidin-4-yl}amino)-6-methylbenzamide was isolated as a yellow solid (0.960 g, 38% yield); 1H NMR (400 MHz, DMSO-d6) δ ppm 2.32 (s, 3 H), 2.36 (s, 3 H), 6.49 (s, 1 H), 7.18-7.24 (m, 2 H), 7.30 (s, 1 H), 7.44-7.47 (m, 4 H), 7.56 (d, J=4.03 Hz, 1 H), 7.95 ... The reactants are CC1(NC1)C (2,2-Dimethylaziridine), SCC(=O)OC (methyl mercaptoacetate). Reaction conditions: time 2 hour. The product is CC1(CSCC(N1)=O)C (5,5-Dimethyl-3-thiomorpholinone). As a reaction SMILES: [CH3:1][C:2]1([CH3:5])[CH2:4][NH:3]1.[SH:6][CH2:7][C:8]([O:10]C)=O>>[CH3:1][C:2]1([CH3:5])[NH:3][C:8](=[O:10])[CH2:7][S:6][CH2:4]1. Reported procedure: 2,2-Dimethylaziridine (35.5 g) was added dropwise with stirring at 100° C. to methyl mercaptoacetate (53 g) during 1.5 hours. After a further 2 hours at 100° C., the mixture was cooled and crystallized from ethyl acetate. Melting point: 151-152° C.